From a dataset of the Open Reaction Database (ORD), a public repository of structured organic reaction records. describe an organic reaction: reactants, conditions, products, and yield The reactants are C1(=CC=C(C=C1)C12CCC(C2C1)=O)C (5-p-tolyl-bicyclo[3.1.0]hexan-2-one), CNC (dimethylamine), ClCCCl (DCE), C(C)(=O)O[BH-](OC(C)=O)OC(C)=O.[Na+] (sodium triacetoxyborohydride). RXN SMILES: [C:1]1([CH3:14])[CH:6]=[CH:5][C:4]([C:7]23[CH2:12][CH:11]2[C:10](=O)[CH2:9][CH2:8]3)=[CH:3][CH:2]=1.[CH3:15][NH:16][CH3:17].C(O[BH-](OC(=O)C)OC(=O)C)(=O)C.[Na+].[Cl:32]CCCl>>[ClH:32].[CH3:15][N:16]([CH3:17])[CH:10]1[CH2:9][CH2:8][C:7]2([C:4]3[CH:5]=[CH:6][C:1]([CH3:14])=[CH:2][CH:3]=3)[CH:11]1[CH2:12]2 |f:2.3,5.6|. Procedure: The mixture of 5-p-tolyl-bicyclo[3.1.0]hexan-2-one (100 mg, 0.535 mmol) in DCE (3 mL) and dimethylamine (2M solution in THF, 6 mL, 5.3 mmol) was treated with sodium triacetoxyborohydride (113 mg, 0.53 mmol) at room temperature. The reaction mixture was stirred for 5 h, then the reaction mixture was concentrated, diluted with saturated NaHCO3, extracted with CH2Cl2 (3×), dried over K2CO3, filtered and concentrated in vacuo. The oily crude residue was converted to HCl salt (124 mg, 91.7%). 1H NMR ... Run at time 5 hour. Yields the product Cl.CN(C1C2CC2(CC1)C1=CC=C(C=C1)C)C (N,N-dimethyl-5-p-tolyl-bicyclo[3.1.0]hexan-2-amine hydrochloride).